Dataset: the Open Reaction Database (ORD), a public repository of structured organic reaction records. Task: describe an organic reaction: reactants, conditions, products, and yield Starting materials: ClC=1C=CC=2N(N1)C(=CN2)C2=CC=CC1=CC=CC=C21 (6-chloro-3-(naphthalen-1-yl)imidazo[1,2-b]pyridazine), O.C1(=CC=C(C=C1)S(=O)(=O)O)C (p-toluene sulfonic acid monohydrate), NCCCCO (4-aminobutan-1-ol). Solvent: CS(=O)C (DMSO), O (water). Reaction conditions: temperature 100 celsius. The product is C1(=CC=CC2=CC=CC=C12)C1=CN=C2N1N=C(C=C2)NCCCCO (4-(3-(naphthalen-1-yl)imidazo[1,2-b]pyridazin-6-ylamino)butan-1-ol). The yield is 50.4%. As a reaction SMILES: Cl[C:2]1[CH:3]=[CH:4][C:5]2[N:6]([C:8]([C:11]3[C:20]4[C:15](=[CH:16][CH:17]=[CH:18][CH:19]=4)[CH:14]=[CH:13][CH:12]=3)=[CH:9][N:10]=2)[N:7]=1.O.C1(C)C=CC(S(O)(=O)=O)=CC=1.[NH2:33][CH2:34][CH2:35][CH2:36][CH2:37][OH:38]>CS(C)=O.O>[C:11]1([C:8]2[N:6]3[N:7]=[C:2]([NH:33][CH2:34][CH2:35][CH2:36][CH2:37][OH:38])[CH:3]=[CH:4][C:5]3=[N:10][CH:9]=2)[C:20]2[C:15](=[CH:16][CH:17]=[CH:18][CH:19]=2)[CH:14]=[CH:13][CH:12]=1 |f:1.2|. Procedure: To a solution of 6-chloro-3-(naphthalen-1-yl)imidazo[1,2-b]pyridazine (50 mg, 0.179 mmol, 1.0 equiv) in DMSO (2.0 mL) was added p-toluene sulfonic acid monohydrate (35 mg, 0.184 mmol, 1.0 equiv) and 4-aminobutan-1-ol (200 mg, 2.24 mmol, 12.5 equiv) and heated to 100° C. for 24 h. The reaction mixture was diluted with water and extracted with ethyl acetate. Purification by column chromatography using 5% methanol in dichloromethane elution gave 30 mg of a white solid, 50%. Starting materials: CCCCP(CCCC)CCCC, C1CCOC1, CC(C)(C)OC(=O)N=NC(=O)OC(C)(C)C, O=C(CC(CO)NC(=O)OCc1ccccc1)Nc1ccc(N2CCOCC2=O)cc1F. Yields the product O=C(NC1CC(=O)N(c2ccc(N3CCOCC3=O)cc2F)C1)OCc1ccccc1. RXN SMILES: [CH2:49]([P:50]([CH2:51][CH2:52][CH2:53][CH3:54])[CH2:55][CH2:56][CH2:57][CH3:58])[CH2:59][CH2:60][CH3:61].[CH2:62]1[O:63][CH2:64][CH2:65][CH2:66]1.[N:33]([C:34]([O:35][C:36]([CH3:37])([CH3:38])[CH3:39])=[O:40])=[N:41][C:42]([O:43][C:44]([CH3:45])([CH3:46])[CH3:47])=[O:48].[OH:1][CH2:2][CH:3]([CH2:4][C:5]([NH:6][c:7]1[c:8]([F:20])[cH:9][c:10]([N:13]2[C:14](=[O:19])[CH2:15][O:16][CH2:17][CH2:18]2)[cH:11][cH:12]1)=[O:21])[NH:22][C:23]([O:24][CH2:25][c:26]1[cH:27][cH:28][cH:29][cH:30][cH:31]1)=[O:32]>>[CH2:2]1[CH:3]([NH:22][C:23]([O:24][CH2:25][c:26]2[cH:27][cH:28][cH:29][cH:30][cH:31]2)=[O:32])[CH2:4][C:5](=[O:21])[N:6]1[c:7]1[c:8]([F:20])[cH:9][c:10]([N:13]2[C:14](=[O:19])[CH2:15][O:16][CH2:17][CH2:18]2)[cH:11][cH:12]1. The reactants are BrCCCCCCCCCCC(=O)O (11-bromoundecanoic acid), [CH-]1C=CC=C1.[CH-]1C=CC=C1.[Fe+2] (ferrocene), P(=O)(O)(O)OP(=O)(O)O (pyrophosphoric acid), [OH-].[Na+] (sodium hydroxide). Solvent: O (water). Product: BrC(CCCCCCCCCC(=O)[C-]1C=CC=C1)C.[CH-]1C=CC=C1.[Fe+2] (10 -bromoundecanylferrocenyl ketone). Yield: 178.9%. Reaction SMILES: [Br:1][CH2:2][CH2:3][CH2:4][CH2:5][CH2:6][CH2:7][CH2:8][CH2:9][CH2:10][CH2:11][C:12]([OH:14])=O.[CH-:15]1[CH:19]=[CH:18][CH:17]=[CH:16]1.[CH-:20]1[CH:24]=[CH:23][CH:22]=[CH:21]1.[Fe+2:25].P(OP(O)(O)=O)(O)(O)=O.[OH-].[Na+]>O>[Br:1][CH:2]([CH3:20])[CH2:3][CH2:4][CH2:5][CH2:6][CH2:7][CH2:8][CH2:9][CH2:10][CH2:11][C:12]([C-:15]1[CH:19]=[CH:18][CH:17]=[CH:16]1)=[O:14].[CH-:20]1[CH:24]=[CH:23][CH:22]=[CH:21]1.[Fe+2:25] |f:1.2.3,5.6,8.9.10|. Procedure: 10.61 g of 11-bromoundecanoic acid, 1.86 g of ferrocene, and 50 g of pyrophosphoric acid were added and stirred while heating at 50° to 60 ° C. for 5 hours, and then poured into water, made to be basic with sodium hydroxide, subjected to extraction with methylene chloride, and dried. Then, the unreacted ferrocene was removed with column chromatography, to obtain 4.00 g of 10 -bromoundecanylferrocenyl ketone represented by the formula (C) in a yield of 92.3%. The proton nuclear magnetic resonance... The reactants are FC=1C=C2C(=CNC2=CC1)CCCNCC1COC2=CC=C3C(=C2O1)OC(=N3)C ([3-(5-fluoro-1H-indol-3-yl)-propyl]-(2-methyl-7,8-dihydro-1,6,9trioxa-3-aza-cyclopenta[a]napthalen-8-ylmethyl)-amine), C(C)=O (acetaldehyde), C(#N)[BH3-].[Na+] (sodium cyanoborohydride), C(C)(=O)O (acetic acid). The solvent is CO (methanol). Reaction conditions: time 8 hour. Yields the product C(C)N(CC1OC2=C(C=CC=3N=C(OC32)C)OC1)CCCC1=CNC3=CC=C(C=C13)F (Ethyl-[3-(5-fluoro-1H-indol-3-yl)-propyl]-(2-methyl-7,8-dihydro-[1,4]dioxino[2,3-g][1,3]benzoxazol-8-ylmethyl)-amine). Reaction SMILES: [F:1][C:2]1[CH:3]=[C:4]2[C:8](=[CH:9][CH:10]=1)[NH:7][CH:6]=[C:5]2[CH2:11][CH2:12][CH2:13][NH:14][CH2:15][CH:16]1[O:25][C:24]2[C:19](=[CH:20][CH:21]=[C:22]3[N:28]=[C:27]([CH3:29])[O:26][C:23]3=2)[O:18][CH2:17]1.[CH:30](=O)[CH3:31].C([BH3-])#N.[Na+].C(O)(=O)C>CO>[CH2:30]([N:14]([CH2:13][CH2:12][CH2:11][C:5]1[C:4]2[C:8](=[CH:9][CH:10]=[C:2]([F:1])[CH:3]=2)[NH:7][CH:6]=1)[CH2:15][CH:16]1[CH2:17][O:18][C:19]2[CH:20]=[CH:21][C:22]3[N:28]=[C:27]([CH3:29])[O:26][C:23]=3[C:24]=2[O:25]1)[CH3:31] |f:2.3|. Reported procedure: To a solution of [3-(5-fluoro-1H-indol-3-yl)-propyl]-(2-methyl-7,8-dihydro-1,6,9trioxa-3-aza-cyclopenta[a]napthalen-8-ylmethyl)-amine (0.13 g, 0.32 mmol) and acetaldehyde (0.18 mL, 3.2 mmol) in methanol (20 mL) was added sodium cyanoborohydride (0.07 g, 0.57 mmol) and acetic acid (0.04 mL, 0.32 mmol) at room temperature. The mixture was stirred at room temperature under nitrogen overnight, then quenched with 1N NaOH (5 mL). The mixture was extracted with methylene chloride (3×50 mL). The organic... Reactants: COC(=O)C1=CSC(=C1)Br (5-Bromo-thiophene-3-carboxylic acid methyl ester), C([O-])([O-])=O.[Cs+].[Cs+] (Caesium carbonate), C(C)(C)(C)OC(=O)N1N=CC(=C1)B1OC(C(O1)(C)C)(C)C (4-(4,4,5,5-tetramethyl-[1,3,2]dioxaborolan-2-yl)-pyrazole-1-carboxylic acid tert-butyl ester). The reagents and catalysts are C1(=CC=CC=C1)P(C1=CC=CC=C1)C1=CC=CC=C1.C1(=CC=CC=C1)P(C1=CC=CC=C1)C1=CC=CC=C1.C1(=CC=CC=C1)P(C1=CC=CC=C1)C1=CC=CC=C1.C1(=CC=CC=C1)P(C1=CC=CC=C1)C1=CC=CC=C1.[Pd] (Palladium tetrakis-(triphenylphosphine)). Run in COCCOC (DME), IMS, O (water), O (water). Conditions: temperature 110 celsius. Yields the product COC(=O)C1=CSC(=C1)C=1C=NNC1 (5-(1H-Pyrazol-4-yl)-thiophene-3-carboxylic acid methyl ester). Isolated yield 53.5%. RXN SMILES: [CH3:1][O:2][C:3]([C:5]1[CH:9]=[C:8](Br)[S:7][CH:6]=1)=[O:4].C(=O)([O-])[O-].[Cs+].[Cs+].C(OC([N:24]1[CH:28]=[C:27](B2OC(C)(C)C(C)(C)O2)[CH:26]=[N:25]1)=O)(C)(C)C>COCCOC.O.C1(P(C2C=CC=CC=2)C2C=CC=CC=2)C=CC=CC=1.C1(P(C2C=CC=CC=2)C2C=CC=CC=2)C=CC=CC=1.C1(P(C2C=CC=CC=2)C2C=CC=CC=2)C=CC=CC=1.C1(P(C2C=CC=CC=2)C2C=CC=CC=2)C=CC=CC=1.[Pd]>[CH3:1][O:2][C:3]([C:5]1[CH:9]=[C:8]([C:27]2[CH:28]=[N:24][NH:25][CH:26]=2)[S:7][CH:6]=1)=[O:4] |f:1.2.3,7.8.9.10.11|. Reported procedure: 5-Bromo-thiophene-3-carboxylic acid methyl ester (6 g, 27 mmol) was dissolved in a mixture of DME (75 mL), IMS (25 mL) and water (12.5 mL). Caesium carbonate (13.2 g, 40 mmol) and 4-(4,4,5,5-tetramethyl-[1,3,2]dioxaborolan-2-yl)-pyrazole-1-carboxylic acid tert-butyl ester (9.2 g, 31 mmol) were added and the mixture stirred under argon. Palladium tetrakis-(triphenylphosphine) (3.1 g, 2.7 mmol) was then added and the mixture heated at 110° C. for 6 hours. The mixture was allowed to cool to room te... The reactants are C(C)(C)(C)OC(N[C@@H](C)C(N[C@@H](CC(C)C)B1O[C@]2([C@@H]3C([C@H](C[C@H]2O1)C3)(C)C)C)=O)=O ({(S)-1-[(R)-3-Methyl-1-((1S,2S,6R,8S)-2,9,9-trimethyl-3,5-dioxa-4-bora-tricyclo[6.1.1.02,6]dec-4-yl)-butylcarbamoyl]-ethyl}-carbamic acid tert-butyl ester), C1(=CC(=CC=C1)N[C@H](C(=O)O)CC1=CC(=C(C=C1)OC)OC)C1=CC=CC=C1 ((S)-2-(Biphenyl-3-ylamino)-3-(3,4-dimethoxyphenyl)-propionic acid). Yields the product C1(=CC(=CC=C1)N[C@H](C(=O)N[C@@H](C)C(N[C@@H](CC(C)C)B1O[C@]2([C@@H]3C([C@H](C[C@H]2O1)C3)(C)C)C)=O)CC3=CC(=C(C=C3)OC)OC)C3=CC=CC=C3 ((S)-2-(Biphenyl-3-ylamino)-3-(3,4-dimethoxy-phenyl)-N-{(S)-1-[(R)3-methyl-1-((1S,2S,6R,8S)-2,9,9-trimethyl-3,5-dioxa-4-bora-tricyclo[6.1.1.02,6]dec-4-yl)-butylcarbamoyl]-ethyl}-propionamide). As a reaction SMILES: C(O[C:6](=[O:31])[NH:7][C@H:8]([C:10](=[O:30])[NH:11][C@H:12]([B:17]1[O:25][C@H:24]2[C@:19]([CH3:29])([C@H:20]3[CH2:26][C@@H:22]([CH2:23]2)[C:21]3([CH3:28])[CH3:27])[O:18]1)[CH2:13][CH:14]([CH3:16])[CH3:15])[CH3:9])(C)(C)C.[C:32]1([C:54]2[CH:59]=[CH:58][CH:57]=[CH:56][CH:55]=2)[CH:37]=[CH:36][CH:35]=[C:34]([NH:38][C@@H:39]([CH2:43][C:44]2[CH:49]=[CH:48][C:47]([O:50][CH3:51])=[C:46]([O:52][CH3:53])[CH:45]=2)C(O)=O)[CH:33]=1>>[C:32]1([C:54]2[CH:55]=[CH:56][CH:57]=[CH:58][CH:59]=2)[CH:37]=[CH:36][CH:35]=[C:34]([NH:38][C@@H:39]([CH2:43][C:44]2[CH:49]=[CH:48][C:47]([O:50][CH3:51])=[C:46]([O:52][CH3:53])[CH:45]=2)[C:6]([NH:7][C@H:8]([C:10](=[O:30])[NH:11][C@H:12]([B:17]2[O:25][C@H:24]3[C@:19]([CH3:29])([C@H:20]4[CH2:26][C@@H:22]([CH2:23]3)[C:21]4([CH3:27])[CH3:28])[O:18]2)[CH2:13][CH:14]([CH3:16])[CH3:15])[CH3:9])=[O:31])[CH:33]=1. Reported procedure: The title compound is prepared as described in example 1 but using {(S)-1-[(R)-3-Methyl-1-((1S,2S,6R,8S)-2,9,9-trimethyl-3,5-dioxa-4-bora-tricyclo[6.1.1.02,6]dec-4-yl)-butylcarbamoyl]-ethyl}-carbamic acid tert-butyl ester and (S)-2-(Biphenyl-3-ylamino)-3-(3,4-dimethoxyphenyl)-propionic acid. Reactants: Grignard reagent, CN(C)C=NS(=O)(=O)C1=CC=C(C=C1)C1=CC(=CC=C1OC)C1=C(C=C(S1)C(=O)N(C)OC)C (5-(4′-(N-((dimethylamino)methylene)sulfamoyl)-6-methoxy-[1,1′-biphenyl]-3-yl)-N-methoxy-N,4-dimethylthiophene-2-carboxamide), C1CCOC1 (THF). Conditions: temperature 82.5 celsius. The product is COC1=C(C=C(C=C1)C=1SC(=CC1C)C(CC)=O)C1=CC=C(C=C1)S(=O)(=O)N (2′-Methoxy-5′-(3-methyl-5-propionylthiophen-2-yl)-[1,1′-biphenyl]-4-sulfonamide). RXN SMILES: CN(C=[N:5][S:6]([C:9]1[CH:14]=[CH:13][C:12]([C:15]2[C:20]([O:21][CH3:22])=[CH:19][CH:18]=[C:17]([C:23]3[S:27][C:26]([C:28](N(OC)C)=[O:29])=[CH:25][C:24]=3[CH3:34])[CH:16]=2)=[CH:11][CH:10]=1)(=[O:8])=[O:7])C.[CH2:35]1COC[CH2:36]1>>[CH3:22][O:21][C:20]1[CH:19]=[CH:18][C:17]([C:23]2[S:27][C:26]([C:28](=[O:29])[CH2:35][CH3:36])=[CH:25][C:24]=2[CH3:34])=[CH:16][C:15]=1[C:12]1[CH:11]=[CH:10][C:9]([S:6]([NH2:5])(=[O:8])=[O:7])=[CH:14][CH:13]=1. Procedure: Grignard reagent (ethyl magnesium bromide, 1.32 g, 9.9 ml, 9.97 mmol) was added drop wise to a stirred solution of 5-(4′-(N-((dimethylamino)methylene)sulfamoyl)-6-methoxy-[1,1′-biphenyl]-3-yl)-N-methoxy-N,4-dimethylthiophene-2-carboxamide (1d, 1.0 g, 1.99 mmol) in anhydrous THF (20 ml) at 25° C. The reaction mixture was heated at 80-85° C. for 1 hour. The progress of the reaction was monitored by TLC. The reaction mixture was cooled to 0° C. The cooled reaction mixture was then quenched by addin...